Dataset: the Open Reaction Database (ORD), a public repository of structured organic reaction records. Task: describe an organic reaction: reactants, conditions, products, and yield The reactants are NC=1C=C(C(=O)C2=CC=C3CC(NC3=C2)=O)C=CC1 (6-(3-Amino-benzoyl)-1,3-dihydro-indol-2-one), acid chloride, ClC1=C(C=NN1C)C(=O)Cl (5-Chloro-1-methyl-1H-pyrazole-4-carbonyl chloride). The solvent is C1CCOC1 (THF), C1CCOC1 (THF), C1CCOC1 (THF). The product is O=C1NC2=CC(=CC=C2C1)C(=O)C=1C=C(C=CC1)NC(=O)C=1C=NN(C1Cl)C (5-Chloro-1-methyl-1H-pyrazole-4-carboxylic acid [3-(2-oxo-2,3-dihydro-1H-indole-6-carbonyl)-phenyl]-amide). Isolated yield 71.4%. RXN SMILES: [Cl:1][C:2]1[N:6]([CH3:7])[N:5]=[CH:4][C:3]=1[C:8](Cl)=[O:9].[NH2:11][C:12]1[CH:13]=[C:14]([CH:27]=[CH:28][CH:29]=1)[C:15]([C:17]1[CH:25]=[C:24]2[C:20]([CH2:21][C:22](=[O:26])[NH:23]2)=[CH:19][CH:18]=1)=[O:16]>C1COCC1>[O:26]=[C:22]1[CH2:21][C:20]2[C:24](=[CH:25][C:17]([C:15]([C:14]3[CH:13]=[C:12]([NH:11][C:8]([C:3]4[CH:4]=[N:5][N:6]([CH3:7])[C:2]=4[Cl:1])=[O:9])[CH:29]=[CH:28][CH:27]=3)=[O:16])=[CH:18][CH:19]=2)[NH:23]1. Reported procedure: A dry flask was charged with 5-Chloro-1-methyl-1H-pyrazole-4-carbonyl chloride (0.200 g, 1.1 mmol) was dissolved in THF (10 mL). 6-(3-Amino-benzoyl)-1,3-dihydro-indol-2-one (as prepared in Example 40, 0.178 g, 0.706 mmol) was added to the THF solution of the acid chloride, and the mixture was allowed to reflux for overnight. The reaction mixture was then allowed to cool to room temperature. The room temperature reaction mixture was filtered. The solid residue was washed with 0° C. THF (10 mL) to... Starting materials: COCCOCCOC, O=[N+]([O-])c1c(Cl)nc2c(c1NCCOCCCc1cccnc1)CCCC2, [H-], [Na+], Oc1ccccc1. The product is O=[N+]([O-])c1c(Oc2ccccc2)nc2c(c1NCCOCCCc1cccnc1)CCCC2. Reaction SMILES: [CH3:37][O:38][CH2:39][CH2:40][O:41][CH2:42][CH2:43][O:44][CH3:45].[Cl:10][c:11]1[n:12][c:13]2[c:18]([c:19]([NH:24][CH2:25][CH2:26][O:27][CH2:28][CH2:29][CH2:30][c:31]3[cH:32][n:33][cH:34][cH:35][cH:36]3)[c:20]1[N+:21](=[O:22])[O-:23])[CH2:17][CH2:16][CH2:15][CH2:14]2.[H-:1].[Na+:2].[OH:3][c:4]1[cH:5][cH:6][cH:7][cH:8][cH:9]1>>[O:3]([c:4]1[cH:5][cH:6][cH:7][cH:8][cH:9]1)[c:11]1[n:12][c:13]2[c:18]([c:19]([NH:24][CH2:25][CH2:26][O:27][CH2:28][CH2:29][CH2:30][c:31]3[cH:32][n:33][cH:34][cH:35][cH:36]3)[c:20]1[N+:21](=[O:22])[O-:23])[CH2:17][CH2:16][CH2:15][CH2:14]2.